From a dataset of the Open Reaction Database (ORD), a public repository of structured organic reaction records. describe an organic reaction: reactants, conditions, products, and yield The reactants are [H-].[H-].[H-].[H-].[Li+].[Al+3] (LiAlH4), C(C)OC(=O)CSC1=C2OC(OC2=C(C=2OC(OC21)(C)C)C(O)(C2=C1C(OC(O1)(C)C)=C(C1=C2OC(O1)(C)C)SCC(=O)OCC)C1=C2C(OC(O2)(C)C)=C(C2=C1OC(O2)(C)C)SCC(=O)OCC)(C)C (tris(8-ethoxycarbonylmethylthio-2,2,6,6-tetramethylbenzo[1,2-d:4,5-d']-bis(1,3)dioxole-4-yl)methanol), C(C)#N.O (acetonitrile water). Reagents/catalysts: C(C)(=O)[O-].C(CCC)[N+](CCCC)(CCCC)CCCC (tetrabutylammonium acetate). Solvent: C(C)OCC (diethyl ether). Product: OCCSC1=C2OC(OC2=C(C=2OC(OC21)(C)C)C(O)(C2=C1C(OC(O1)(C)C)=C(C1=C2OC(O1)(C)C)SCCO)C1=C2C(OC(O2)(C)C)=C(C2=C1OC(O2)(C)C)SCCO)(C)C (Tris(8-hydroxyethylthio-2,2,6,6-tetramethylbenzo[1,2-d:4,5-d']-bis(1,3)dioxole-4-yl)methanol). Yield: 97.8%. As a reaction SMILES: [H-].[H-].[H-].[H-].[Li+].[Al+3].C([O:9][C:10]([CH2:12][S:13][C:14]1[C:25]2[O:24][C:23]([CH3:27])([CH3:26])[O:22][C:21]=2[C:20]([C:28]([C:53]2[C:63]3[O:64][C:65]([CH3:68])([CH3:67])[O:66][C:62]=3[C:61]([S:69][CH2:70][C:71](OCC)=[O:72])=[C:55]3[O:56][C:57]([CH3:60])([CH3:59])[O:58][C:54]=23)([C:30]2[C:40]3[O:41][C:42]([CH3:45])([CH3:44])[O:43][C:39]=3[C:38]([S:46][CH2:47][C:48](OCC)=[O:49])=[C:32]3[O:33][C:34]([CH3:37])([CH3:36])[O:35][C:31]=23)[OH:29])=[C:19]2[C:15]=1[O:16][C:17]([CH3:77])([CH3:76])[O:18]2)=O)C.C(#N)C.O>C(OCC)C.C([O-])(=O)C.C([N+](CCCC)(CCCC)CCCC)CCC>[OH:9][CH2:10][CH2:12][S:13][C:14]1[C:15]2[O:16][C:17]([CH3:76])([CH3:77])[O:18][C:19]=2[C:20]([C:28]([C:30]2[C:40]3[O:41][C:42]([CH3:45])([CH3:44])[O:43][C:39]=3[C:38]([S:46][CH2:47][CH2:48][OH:49])=[C:32]3[O:33][C:34]([CH3:36])([CH3:37])[O:35][C:31]=23)([C:53]2[C:63]3[O:64][C:65]([CH3:67])([CH3:68])[O:66][C:62]=3[C:61]([S:69][CH2:70][CH2:71][OH:72])=[C:55]3[O:56][C:57]([CH3:59])([CH3:60])[O:58][C:54]=23)[OH:29])=[C:21]2[C:25]=1[O:24][C:23]([CH3:27])([CH3:26])[O:22]2 |f:0.1.2.3.4.5,7.8,10.11|. Reported procedure: LiAlH4 (15.2 mg, 0.40 mmol) was added to a solution of tris(8-ethoxycarbonylmethylthio-2,2,6,6-tetramethylbenzo[1,2-d:4,5-d']-bis(1,3)dioxole-4-yl)methanol (10.5 mg 0.10 mmol (Example 27)) in diethyl ether (10 mL) under nitrogen at 20° C. The reaction was followed by HPLC (reversed phase C18, acetonitrile:water (3:1), 5 mM tetrabutylammonium acetate). The mixture was quenched with ethylacetate when no more substrate was seen by HPLC. Dilute sulfuric acid was then added until pH 6-7. The ether ph... The reactants are [Na] (sodium), C(C)O (ethanol), NC1=C(N=NS1)C(=O)OCC (5-amino-4-carbethoxy-1,2,3-thiadiazole). The solvent is O (water). Conditions: time 1 hour. The product is [Na].[Na].[Na].C(=O)(O)C=1N=NNC1S (4-carboxy-1,2,3-triazole-5-thiol trisodium salt). RXN SMILES: [Na:1].C(O)C.[NH2:5][C:6]1[S:10][N:9]=[N:8][C:7]=1[C:11]([O:13]CC)=[O:12]>O>[Na:1].[Na:1].[Na:1].[C:11]([C:7]1[N:8]=[N:9][NH:5][C:6]=1[SH:10])([OH:13])=[O:12] |f:4.5.6.7,^1:0,16,17,18|. Procedure details: To a solution of 4.6 g. (0.20 mol.) of sodium and 250 ml. of absolute ethanol was added under a nitrogen atmosphere 8.65 g. (0.05 mol.) of 5-amino-4-carbethoxy-1,2,3-thiadiazole. The reaction mixture was stirred one hour, 5 ml. of water was added and the mixture was refluxed for 12 hours. After cooling, the mixture was filtered and the solid product was washed with ethanol and ether and dried to give 4-carboxy-1,2,3-triazole-5-thiol trisodium salt. The reactants are Cl.ClC1=CC=C2C(=CC=NC2=C1)NC1=CC=C(C(=O)Cl)C=C1 (4-(7-Chloro-4-quinolylamino) benzoyl chloride hydrochloride), ClC1=CC=C2C(=CC=NC2=C1)NC1=CC=C(C(=O)O)C=C1 (4-(7-chloro-4-quinolylamino) benzoic acid). Product: ClC1=CC=C2C(=CC=NC2=C1)NC1=CC=C(C(=O)N(CC)CCN(CC)CC)C=C1 (4-(7-Chloro-4-quinolylamino)-N-(2-diethylaminoethyl)-N-ethyl-benzamide). RXN SMILES: Cl.[Cl:2][C:3]1[CH:12]=[C:11]2[C:6]([C:7]([NH:13][C:14]3[CH:22]=[CH:21][C:17]([C:18](Cl)=[O:19])=[CH:16][CH:15]=3)=[CH:8][CH:9]=[N:10]2)=[CH:5][CH:4]=1.ClC1[CH:33]=[C:32]2C(C(NC3C=CC(C(O)=O)=CC=3)=[CH:29][CH:30]=[N:31]2)=CC=1>>[Cl:2][C:3]1[CH:12]=[C:11]2[C:6]([C:7]([NH:13][C:14]3[CH:22]=[CH:21][C:17]([C:18]([N:10]([CH2:11][CH2:6][N:31]([CH2:30][CH3:29])[CH2:32][CH3:33])[CH2:9][CH3:8])=[O:19])=[CH:16][CH:15]=3)=[CH:8][CH:9]=[N:10]2)=[CH:5][CH:4]=1 |f:0.1|. Procedure details: 4-(7-Chloro-4-quinolylamino) benzoyl chloride hydrochloride (prepared by refluxing 9.0 grams of 4-(7-chloro-4-quinolylamino) benzoic acid and evaporating the excess thionyl chloride, was added in portions to a cooled, stirred mixture of 4.32 grams of N,N,N1 -triethylethylene diamine and 32 grams of sodium carbonate in 60 milliliters of chloroform and 70 milliliters of water. After stirring for 2 days at room temperature the reaction mixture was filtered, the chloroform layer separated, dried and... The reactants are CCCCCCCCC=CCCCCCCCCCCCC(=O)O, NCCO. Product: CCCCCCCCC=CCCCCCCCCCCCC1=NCCO1. RXN SMILES: [CH3:1][CH2:2][CH2:3][CH2:4][CH2:5][CH2:6][CH2:7][CH2:8][CH:9]=[CH:10][CH2:11][CH2:12][CH2:13][CH2:14][CH2:15][CH2:16][CH2:17][CH2:18][CH2:19][CH2:20][CH2:21][C:22]([OH:23])=[O:24].[NH2:25][CH2:26][CH2:27][OH:28]>>[CH3:1][CH2:2][CH2:3][CH2:4][CH2:5][CH2:6][CH2:7][CH2:8][CH:9]=[CH:10][CH2:11][CH2:12][CH2:13][CH2:14][CH2:15][CH2:16][CH2:17][CH2:18][CH2:19][CH2:20][CH2:21][C:22]1=[N:25][CH2:26][CH2:27][O:24]1.